This data is from the Open Reaction Database (ORD), a public repository of structured organic reaction records. The task is: describe an organic reaction: reactants, conditions, products, and yield Starting materials: C(C1=CC=CC=C1)ONC1CC[C@H](NC1)C#N ((2S)-5-[(benzyloxy)amino]-2-cyanopiperidine), C(C(=O)O)(=O)O (oxalic acid). Solvent: C(C)OC(C)=O (ethylacetate), CC(=O)C (acetone). Product: C(C(=O)O)(=O)O.C(C1=CC=CC=C1)ONC1CC[C@H](NC1)C#N ((2S)-5-[(benzyloxy)amino]-2-cyanopiperidine ethanedioate). RXN SMILES: [CH2:1]([O:8][NH:9][CH:10]1[CH2:15][NH:14][C@H:13]([C:16]#[N:17])[CH2:12][CH2:11]1)[C:2]1[CH:7]=[CH:6][CH:5]=[CH:4][CH:3]=1.[C:18]([OH:23])(=[O:22])[C:19]([OH:21])=[O:20]>C(OC(=O)C)C.CC(C)=O>[C:18]([OH:23])(=[O:22])[C:19]([OH:21])=[O:20].[CH2:1]([O:8][NH:9][CH:10]1[CH2:15][NH:14][C@H:13]([C:16]#[N:17])[CH2:12][CH2:11]1)[C:2]1[CH:7]=[CH:6][CH:5]=[CH:4][CH:3]=1 |f:4.5|. Procedure details: The compound of Formula (IX) was reacted with sulphuric acid and sodium triacetoxy borohydride, in presence of suitable solvent such as ethyl acetate and at temperature below −5° C., to provide (2S)-5-[(benzyloxy)amino]-2-cyanopiperidine (X). The compound of Formula (X) was purified by forming oxalate salt. The compound of Formula (X) was reacted with oxalic acid in a mixture of ethylacetate and acetone to provide (2S)-5-[(benzyloxy)amino]-2-cyanopiperidine ethanedioate (1:1) (XI), which was fur...